describe an organic reaction: reactants, conditions, products, and yield From a dataset of the Open Reaction Database (ORD), a public repository of structured organic reaction records. Reactants: O=CC1CN(Cc2ccccc2)CC1c1ccc(Cl)c(Cl)c1, C1CCOC1, [Li]CCCC, C[P+](c1ccccc1)(c1ccccc1)c1ccccc1, [I-]. Yields the product C=CC1CN(Cc2ccccc2)CC1c1ccc(Cl)c(Cl)c1. As a reaction SMILES: [CH2:27]([c:28]1[cH:29][cH:30][cH:31][cH:32][cH:33]1)[N:34]1[CH2:35][CH:36]([CH:47]=[O:48])[CH:37]([c:39]2[cH:40][c:41]([Cl:46])[c:42]([Cl:45])[cH:43][cH:44]2)[CH2:38]1.[CH2:49]1[O:50][CH2:51][CH2:52][CH2:53]1.[CH3:22][CH2:23][CH2:24][CH2:25][Li:26].[CH3:2][P+:3]([c:4]1[cH:5][cH:6][cH:7][cH:8][cH:9]1)([c:10]1[cH:11][cH:12][cH:13][cH:14][cH:15]1)[c:16]1[cH:17][cH:18][cH:19][cH:20][cH:21]1.[I-:1]>>[CH2:2]=[CH:47][CH:36]1[CH2:35][N:34]([CH2:27][c:28]2[cH:29][cH:30][cH:31][cH:32][cH:33]2)[CH2:38][CH:37]1[c:39]1[cH:40][c:41]([Cl:46])[c:42]([Cl:45])[cH:43][cH:44]1.